This data is from the Open Reaction Database (ORD), a public repository of structured organic reaction records. The task is: describe an organic reaction: reactants, conditions, products, and yield The reactants are N(=C=S)C1CC2=CC=CC=C2CC1 (2-isothiocyano-1,2,3,4-tetrahydronaphthalene), Cl.NCC#N (aminoacetonitrile hydrochloride). The solvent is C(C)N(CC)CC (triethylamine). Conditions: temperature 60 celsius, time 15 minute. The product is NC1=CNC(N1C1CC2=CC=CC=C2CC1)=S (5-amino-1-(1,2,3,4-tetrahydronaphthalen-2-yl)-1,3-dihydroimidazole-2-thione). Reaction SMILES: [N:1]([CH:4]1[CH2:13][CH2:12][C:11]2[C:6](=[CH:7][CH:8]=[CH:9][CH:10]=2)[CH2:5]1)=[C:2]=[S:3].Cl.[NH2:15][CH2:16][C:17]#[N:18]>C(N(CC)CC)C>[NH2:15][C:16]1[N:1]([CH:4]2[CH2:13][CH2:12][C:11]3[C:6](=[CH:7][CH:8]=[CH:9][CH:10]=3)[CH2:5]2)[C:2](=[S:3])[NH:18][CH:17]=1 |f:1.2|. Reported procedure: A mixture of 2-isothiocyano-1,2,3,4-tetrahydronaphthalene (1.92 g, 10.1 mol), prepared as in Example 10, and aminoacetonitrile hydrochloride (0.94 g, 10.1 mmol) in 1.41 mL of triethylamine was heated at 60° C. for 1 hour. The solvent was evaporated and the residue was purified by flash chromatography (elution: methylene chloride followed by 3% methanol in methylene chloride). The purified residue was recrystallized from ethyl acetate/hexane. The residue (1.06 g) and 44 mL of 0.1N potassium hydro... Reactants: O=C([O-])O, C=CCOC(=O)C1=C(Sc2nc(C3=CC(C)N(C(=O)OCC=C)CC3)cs2)C(C)C2C(C(C)O[Si](C)(C)C)C(=O)N12, C1CCOC1, Cl, [Na+], O. The product is C=CCOC(=O)C1=C(Sc2nc(C3=CC(C)N(C(=O)OCC=C)CC3)cs2)C(C)C2C(C(C)O)C(=O)N12. As a reaction SMILES: [C:44](=[O:45])([O-:46])[OH:47].[CH2:1]([CH:2]=[CH2:3])[O:4][C:5](=[O:6])[N:7]1[CH2:8][CH2:9][C:10]([c:14]2[n:15][c:16]([S:19][C:20]3=[C:21]([C:36](=[O:37])[O:38][CH2:39][CH:40]=[CH2:41])[N:22]4[C:23](=[O:35])[CH:24]([CH:28]([CH3:29])[O:30][Si:31]([CH3:32])([CH3:33])[CH3:34])[CH:25]4[CH:26]3[CH3:27])[s:17][cH:18]2)=[CH:11][CH:12]1[CH3:13].[CH2:49]1[O:50][CH2:51][CH2:52][CH2:53]1.[ClH:43].[Na+:48].[OH2:42]>>[CH2:1]([CH:2]=[CH2:3])[O:4][C:5](=[O:6])[N:7]1[CH2:8][CH2:9][C:10]([c:14]2[n:15][c:16]([S:19][C:20]3=[C:21]([C:36](=[O:37])[O:38][CH2:39][CH:40]=[CH2:41])[N:22]4[C:23](=[O:35])[CH:24]([CH:28]([CH3:29])[OH:30])[CH:25]4[CH:26]3[CH3:27])[s:17][cH:18]2)=[CH:11][CH:12]1[CH3:13]. RXN SMILES: [F:1][C:2]1[CH:27]=[CH:26][C:5]([CH2:6][N:7]2[C:15]3[C:10](=[CH:11][CH:12]=[CH:13][CH:14]=3)[CH:9]=[C:8]2[C:16]([N:18]2[CH2:23][CH2:22][CH:21]([CH:24]=O)[CH2:20][CH2:19]2)=[O:17])=[CH:4][CH:3]=1.[CH3:28][C@@H:29]([NH2:36])[C:30]1[CH:35]=[CH:34][CH:33]=[CH:32][CH:31]=1.C([BH3-])#N.[Na+].C(O)(=O)C>C1COCC1>[F:1][C:2]1[CH:27]=[CH:26][C:5]([CH2:6][N:7]2[C:15]3[C:10](=[CH:11][CH:12]=[CH:13][CH:14]=3)[CH:9]=[C:8]2[C:16]([N:18]2[CH2:23][CH2:22][CH:21]([CH2:24][NH:36][C@@H:29]([C:30]3[CH:35]=[CH:34][CH:33]=[CH:32][CH:31]=3)[CH3:28])[CH2:20][CH2:19]2)=[O:17])=[CH:4][CH:3]=1 |f:2.3|. The product is FC1=CC=C(CN2C(=CC3=CC=CC=C23)C(=O)N2CCC(CC2)CN[C@H](C)C2=CC=CC=C2)C=C1 ((R)-(1-(4-fluorobenzyl)-1H-indol-2-yl)(4-(((1-phenylethyl)amino)methyl)piperidin-1-yl)methanone). Procedure: 1-(1-(4-fluorobenzyl)-1H-indole-2-carbonyl)piperidine-4-carbaldehyde (91 mg, 0.250 mmol) was dissolved in THF (4 mL) and (R)-α-methylbenzylamine (0.048 mL, 0.375 mmol) was added. The solution was stirred at rt for 10 h, at which time the THF was removed in vacuo and the residue dissolved in EtOH (5 mL), and sodium cyanoborohydride (47 mg, 0.749 mmol) and a catalytic drop of glacial acetic acid were added. Stirring was permitted for 15 h, at which time the solvent was removed in vacuo, the residu... The solvent is C1CCOC1 (THF), C1CCOC1 (THF). Starting materials: C[C@H](C1=CC=CC=C1)N ((R)-α-methylbenzylamine), FC1=CC=C(CN2C(=CC3=CC=CC=C23)C(=O)N2CCC(CC2)C=O)C=C1 (1-(1-(4-fluorobenzyl)-1H-indole-2-carbonyl)piperidine-4-carbaldehyde), C(#N)[BH3-].[Na+] (sodium cyanoborohydride), C(C)(=O)O (acetic acid). Conditions: time 15 hour. Reactants: FC=1C=C(C=CC1)C1=NC=C(C(=N1)C)C(=O)O (2-(3-fluoro-phenyl)-4-methyl-pyrimidine-5-carboxylic acid), FC=1C=C2C(=NC1)N(C=C2)N (5-fluoro-pyrrolo[2,3-b]pyridin-1-ylamine), C[N+]1(CCOCC1)C2=NC(=NC(=N2)OC)OC.[Cl-] (DMTMM). The solvent is C(=O)([O-])[O-].[Na+].[Na+] (Na2CO3), CN(C)C=O (DMF). Reaction conditions: temperature 40 celsius, time 1 hour. Yields the product FC=1C=C2C(=NC1)N(C=C2)NC(=O)C=2C(=NC(=NC2)C2=CC(=CC=C2)F)C (2-(3-fluoro-phenyl)-4-methyl-pyrimidine-5-carboxylic acid (5-fluoro-pyrrolo[2,3-b]pyridin-1-yl)-amide). Isolated yield 68.4%. RXN SMILES: [F:1][C:2]1[CH:3]=[C:4]([C:8]2[N:13]=[C:12]([CH3:14])[C:11]([C:15]([OH:17])=O)=[CH:10][N:9]=2)[CH:5]=[CH:6][CH:7]=1.[F:18][C:19]1[CH:20]=[C:21]2[CH:27]=[CH:26][N:25]([NH2:28])[C:22]2=[N:23][CH:24]=1.C[N+]1(C2N=C(OC)N=C(OC)N=2)CCOCC1.[Cl-]>CN(C=O)C.C([O-])([O-])=O.[Na+].[Na+]>[F:18][C:19]1[CH:20]=[C:21]2[CH:27]=[CH:26][N:25]([NH:28][C:15]([C:11]3[C:12]([CH3:14])=[N:13][C:8]([C:4]4[CH:5]=[CH:6][CH:7]=[C:2]([F:1])[CH:3]=4)=[N:9][CH:10]=3)=[O:17])[C:22]2=[N:23][CH:24]=1 |f:2.3,5.6.7|. Procedure: A solution of 2-(3-fluoro-phenyl)-4-methyl-pyrimidine-5-carboxylic acid (529 mg, 2.28 mmol) and 5-fluoro-pyrrolo[2,3-b]pyridin-1-ylamine (288 mg, 1.9 mmol) in DMF (6 mL) is stirred at 40° C. for 1 h. The mixture is treated with DMTMM (524 mg, 1.9 mmol) and stirred at 40° C. for 1 h. The mixture is diluted with saturated aqueous Na2CO3 (5 mL) and stirred for 5 min. The precipitate is collected by filtration and dried in vacuo to afford 2-(3-fluoro-phenyl)-4-methyl-pyrimidine-5-carboxylic acid (5-... Procedure: Following the procedure of Example 1b but substituting an equivalent amount of 10-chloro-3,7-dimethyl-5H-s-triazolo-[4,3-d][1,4]benzodiazepin-6(7H)-one for the 10-chloro-7-methyl-3-(trifluoromethyl)-5H-s-triazolo[4,3-d][1,4]benzodiazepin-6(7H)-one, one obtains the titled compound. The product is Cl.ClC=1C=CC(=C(C1)C1=NN=C(N1CC(N1CCCC1)=O)C)NC (3-[5-Chloro-2-(methylamino)phenyl]-4-[2-oxo-2-(1-pyrrolidinyl)-ethyl]-5-methyl-1,2,4-triazole, hydrochloride). Starting materials: ClC=1C=CC2=C(C=3N(CC(N2C)=O)C(=NN3)C)C1 (10-chloro-3,7-dimethyl-5H-s-triazolo-[4,3-d][1,4]benzodiazepin-6(7H)-one), ClC=1C=CC2=C(C=3N(CC(N2C)=O)C(=NN3)C(F)(F)F)C1 (10-chloro-7-methyl-3-(trifluoromethyl)-5H-s-triazolo[4,3-d][1,4]benzodiazepin-6(7H)-one). As a reaction SMILES: [Cl:1]C1C=CC2N(C)C(=O)C[N:8]3[C:14](C)=NN=[C:7]3[C:6]=2[CH:18]=1.[Cl:19][C:20]1[CH:21]=[CH:22][C:23]2[N:29]([CH3:30])[C:28](=[O:31])[CH2:27][N:26]3[C:32]([C:35](F)(F)F)=[N:33][N:34]=[C:25]3[C:24]=2[CH:39]=1>>[ClH:1].[Cl:19][C:20]1[CH:21]=[CH:22][C:23]([NH:29][CH3:30])=[C:24]([C:25]2[N:26]([CH2:27][C:28](=[O:31])[N:8]3[CH2:7][CH2:6][CH2:18][CH2:14]3)[C:32]([CH3:35])=[N:33][N:34]=2)[CH:39]=1 |f:2.3|. Starting materials: Br, CC(C)=O, Oc1ccc(CN2CC=CCC2)cc1. Yields the product Br, Oc1ccc(CN2CC=CCC2)cc1. RXN SMILES: [BrH:1].[CH3:16][C:17](=[O:18])[CH3:19].[OH:2][c:3]1[cH:4][cH:5][c:6]([CH2:7][N:8]2[CH2:9][CH2:10][CH:11]=[CH:12][CH2:13]2)[cH:14][cH:15]1>>[BrH:1].[OH:2][c:3]1[cH:4][cH:5][c:6]([CH2:7][N:8]2[CH2:9][CH:10]=[CH:11][CH2:12][CH2:13]2)[cH:14][cH:15]1.